Dataset: the Open Reaction Database (ORD), a public repository of structured organic reaction records. Task: describe an organic reaction: reactants, conditions, products, and yield Starting materials: ClC=1C=C(C=CC1F)NC(C)=O (N-(3-chloro-4-fluorophenyl)acetamide), [N+](=O)(O)[O-] (nitric acid), ice water. Solvent: S(O)(O)(=O)=O (sulfuric acid). The product is ClC=1C=C(C(=CC1F)[N+](=O)[O-])NC(C)=O (N-(3-Chloro-4-fluoro-6-nitrophenyl)acetamide). As a reaction SMILES: [Cl:1][C:2]1[CH:3]=[C:4]([NH:9][C:10](=[O:12])[CH3:11])[CH:5]=[CH:6][C:7]=1[F:8].[N+:13]([O-])([OH:15])=[O:14]>S(=O)(=O)(O)O>[Cl:1][C:2]1[CH:3]=[C:4]([NH:9][C:10](=[O:12])[CH3:11])[C:5]([N+:13]([O-:15])=[O:14])=[CH:6][C:7]=1[F:8]. Procedure: To a solution of N-(3-chloro-4-fluorophenyl)acetamide (55 g) in concentrated sulfuric acid (165 ml) was added dropwise concentrated nitric acid (d 1.42, 154 ml) at 5°-10° C. during an hour with stirring in an ice-salt bath. After stirring for an hour at the same temperature, the reaction mixture was poured into ice water. The resulting precipitate was collected by filtration, sufficiently washed with water and recrystallized from acetonitrile to give the title compound (48.9 g) as yellow needles... The reactants are O=C1c2c(Cl)cc(Br)cc2CN1Cc1ccc(OC(F)(F)F)cc1, C=C1CCN(C(=O)OC(C)(C)C)CC1, O=C([O-])[O-], B1C2CCCC1CCC2, [K+], [K+], [Na+], CN(C)C=O, [OH-], O. The product is CC(C)(C)OC(=O)N1CCC(Cc2cc(Cl)c3c(c2)CN(Cc2ccc(OC(F)(F)F)cc2)C3=O)CC1. Reaction SMILES: [Br:24][c:25]1[cH:26][c:27]2[c:31]([c:32]([Cl:34])[cH:33]1)[C:30](=[O:35])[N:29]([CH2:36][c:37]1[cH:38][cH:39][c:40]([O:43][C:44]([F:45])([F:46])[F:47])[cH:41][cH:42]1)[CH2:28]2.[C:1]([CH3:2])([CH3:3])([CH3:4])[O:5][C:6](=[O:7])[N:8]1[CH2:9][CH2:10][C:11](=[CH2:14])[CH2:12][CH2:13]1.[C:48](=[O:49])([O-:50])[O-:51].[CH:15]12[CH2:16][CH2:17][CH2:18][CH:19]([BH:20]1)[CH2:21][CH2:22][CH2:23]2.[K+:52].[K+:53].[Na+:55].[O:57]=[CH:58][N:59]([CH3:60])[CH3:61].[OH-:54].[OH2:56]>>[C:1]([CH3:2])([CH3:3])([CH3:4])[O:5][C:6](=[O:7])[N:8]1[CH2:9][CH2:10][CH:11]([CH2:14][c:25]2[cH:26][c:27]3[c:31]([c:32]([Cl:34])[cH:33]2)[C:30](=[O:35])[N:29]([CH2:36][c:37]2[cH:38][cH:39][c:40]([O:43][C:44]([F:45])([F:46])[F:47])[cH:41][cH:42]2)[CH2:28]3)[CH2:12][CH2:13]1. The reactants are O=C(CCC(=O)OCC(C)C)CCCCCC (isobutyl 4-oxodecanoate), [OH-].[Na+] (sodium hydroxide). The solvent is CO (methanol). Conditions: temperature 25 celsius, time 1 hour. The product is O=C(CCC(=O)OC)CCCCCC (methyl 4-oxodecanoate). RXN SMILES: [O:1]=[C:2]([CH2:12][CH2:13][CH2:14][CH2:15][CH2:16][CH3:17])[CH2:3][CH2:4][C:5]([O:7][CH2:8]C(C)C)=[O:6].[OH-].[Na+]>CO>[O:1]=[C:2]([CH2:12][CH2:13][CH2:14][CH2:15][CH2:16][CH3:17])[CH2:3][CH2:4][C:5]([O:7][CH3:8])=[O:6] |f:1.2|. Procedure details: To the resulting isobutyl 4-oxodecanoate were added 1 L of methanol and 250 g of 25% sodium hydroxide, and the mixture was stirred at 25° C. for 1 hour, followed by distilling off methanol in vacuo. Subsequently, thereto were added 2 L of water and 1 L of toluene. The resulting mixture was stirred at room temperature for 1 hour and then allowed to stand to separate the water phase. To the water phase were added 175 g of concentrated hydrochloric acid and 1.8 L of toluene. The resulting mixture w... The reactants are imine, O=C(C)C(C(C)=O)NC(N(C)C)=O (3-(2,4-dioxopentan-3-yl)-1,1-dimethylurea), C=C[C@H]1CN2CC[C@H]1C[C@H]2[C@@H](C=3C=CN=C4C3C=CC=C4)O (cinchonidine), CCOC(=O)C (EtOAc), O=C(C)C(C(C)=O)NC(N(C)C)=O (3-(2,4-dioxopentan-3-yl)-1,1-dimethylurea). The solvent is C(Cl)Cl (CH2Cl2), hexanes, C(Cl)Cl (CH2Cl2). Conditions: temperature -78 celsius. Yields the product C(C)(=O)C([C@@H](/C=C/C1=CC=CC=C1)NC(OCC1=CC=CC=C1)=O)(C(C)=O)NC(=O)N(C)C ((R,E)-benzyl (4-acetyl-4-(3,3-dimethylureido)-5-oxo-1-phenylhex-1-en-3-yl)carbamate). Reaction SMILES: [O:1]=[C:2]([CH:4]([NH:8][C:9](=[O:13])[N:10]([CH3:12])[CH3:11])[C:5](=[O:7])[CH3:6])[CH3:3].C=C[C@@H]1[C@@H]2C[C@@H:23]([C@H:24](O)[C:25]3C=CN=[C:29]4[CH:34]=[CH:33][CH:32]=[CH:31][C:30]=34)[N:18](CC2)C1.[CH3:36][CH2:37][O:38][C:39](C)=[O:40]>C(Cl)Cl>[C:2]([C:4]([NH:8][C:9]([N:10]([CH3:11])[CH3:12])=[O:13])([C:5](=[O:7])[CH3:6])[C@H:23]([NH:18][C:39](=[O:40])[O:38][CH2:37][C:36]1[CH:6]=[CH:5][CH:4]=[CH:2][CH:3]=1)/[CH:24]=[CH:25]/[C:30]1[CH:31]=[CH:32][CH:33]=[CH:34][CH:29]=1)(=[O:1])[CH3:3]. Procedure: A flame-dried 250-mL round-bottomed flask was charged with urea 2 (2.38 g, 12.28 mmol, 1.0 equiv), cinchonidine (7) (0.72 g, 2.46 mmol, 0.2 equiv), and CH2Cl2 (65 mL). The resulting suspension was cooled to −78° C. and a cold solution of imine 3 (5.1 g, 19.24 mmol, 1.5 equiv) in CH2Cl2 (35 mL) was added via cannula transfer. The reaction was warmed to −65° C. and stirred until complete consumption of urea 2 was indicated by TLC analysis, typically 14-36 h (scale-dependent). The crude reaction wa... Starting materials: C(#N)C1=CC=C(C=O)C=C1 (4-cyanobenzaldehyde), C(#N)C1=CC=C(C=O)C=C1 (4-cyanobenzaldehyde), CCO (EtOH), Cl.NO (hydroxylamine hydrochloride). Solvent: N1=CC=CC=C1 (pyridine). Conditions: time 18 hour. Yields the product C(#N)C1=CC=C(C=NO)C=C1 (4-Cyanobenzaldoxime). The yield is 100.0%. As a reaction SMILES: [C:1]([C:3]1[CH:10]=[CH:9][C:6]([CH:7]=O)=[CH:5][CH:4]=1)#[N:2].CCO.Cl.[NH2:15][OH:16]>N1C=CC=CC=1>[C:1]([C:3]1[CH:10]=[CH:9][C:6]([CH:7]=[N:15][OH:16])=[CH:5][CH:4]=1)#[N:2] |f:2.3|. Reported procedure: This material was prepared from 4-cyanobenzaldehyde according to Kawase and Kikugawa (J. Chem. Soc., Perkin Trans I 1979, 643). To a solution of 4-cyanobenzaldehyde (1.31 g, 10 mmol) in 1:1 EtOH:pyridine (10 mL) was added hydroxylamine hydrochloride (0.70 g, 10 mmol). The resulting solution was stirred at room temperature for 18 h and was concentrated in vacuo to one-half volume. To this solution was added ice water, causing the product to crystallize from solution. Recrystallization from EtOH--... Reactants: ( b ), OC(C(=O)OCC1=CC=CC=C1)CO (benzyl 2,3-dihydroxypropanoate), C(CCCCCCCCCCCCCCC)(=O)Cl (palmitoyl chloride). The product is C(CCCCCCCCCCCCCCC)(=O)OCC(C(=O)OCC1=CC=CC=C1)OC(CCCCCCCCCCCCCCC)=O (3-(benzyloxy)-3-oxopropane-1,2diyl dipalmitate). As a reaction SMILES: [OH:1][CH:2]([CH2:13][OH:14])[C:3]([O:5][CH2:6][C:7]1[CH:12]=[CH:11][CH:10]=[CH:9][CH:8]=1)=[O:4].[C:15](Cl)(=[O:31])[CH2:16][CH2:17][CH2:18][CH2:19][CH2:20][CH2:21][CH2:22][CH2:23][CH2:24][CH2:25][CH2:26][CH2:27][CH2:28][CH2:29][CH3:30]>>[C:15]([O:14][CH2:13][CH:2]([O:1][C:15](=[O:31])[CH2:16][CH2:17][CH2:18][CH2:19][CH2:20][CH2:21][CH2:22][CH2:23][CH2:24][CH2:25][CH2:26][CH2:27][CH2:28][CH2:29][CH3:30])[C:3]([O:5][CH2:6][C:7]1[CH:12]=[CH:11][CH:10]=[CH:9][CH:8]=1)=[O:4])(=[O:31])[CH2:16][CH2:17][CH2:18][CH2:19][CH2:20][CH2:21][CH2:22][CH2:23][CH2:24][CH2:25][CH2:26][CH2:27][CH2:28][CH2:29][CH3:30]. Reported procedure: For example, idebenone dipalmitoyl glycerate may be prepared by a method comprising the steps of (a) subjecting benzyl acrylate to a dihydroxylation reaction to form benzyl 2,3-dihydroxypropanoate; (b) reacting the benzyl 2,3-dihydroxypropanoate with palmitoyl chloride to form 3-(benzyloxy)-3-oxopropane-1,2diyl dipalmitate; (c) reacting the 3-(benzyloxy)-3-oxopropane-1,2diyl dipalmitate with ethyl acetate to form 2,3-bis(palmitoyloxy)propanoic acid; and (d) reacting the 2,3-bis(palmitoyloxy)prop... The reactants are C1(=CC=CC=C1)C=1N=C(OC1C1=CC=CC=C1)CCC=1C=C(OCC(=O)OC)C=CC1 (methyl 2-[3-[2-(4,5-diphenyl-2-oxazolyl)ethyl]phenoxy]acetate), [OH-].[Na+] (sodium hydroxide), CO (methanol). Solvent: Cl (hydrochloric acid). Conditions: time 5 minute. Product: C1(=CC=CC=C1)C=1N=C(OC1C1=CC=CC=C1)CCC=1C=C(OCC(=O)O)C=CC1 (2-[3-[2-(4,5-diphenyl-2-oxazolyl)-ethyl]phenoxy]acetic acid). Isolated yield 79.2%. RXN SMILES: [C:1]1([C:7]2[N:8]=[C:9]([CH2:18][CH2:19][C:20]3[CH:21]=[C:22]([CH:29]=[CH:30][CH:31]=3)[O:23][CH2:24][C:25]([O:27]C)=[O:26])[O:10][C:11]=2[C:12]2[CH:17]=[CH:16][CH:15]=[CH:14][CH:13]=2)[CH:6]=[CH:5][CH:4]=[CH:3][CH:2]=1.[OH-].[Na+].CO>Cl>[C:1]1([C:7]2[N:8]=[C:9]([CH2:18][CH2:19][C:20]3[CH:21]=[C:22]([CH:29]=[CH:30][CH:31]=3)[O:23][CH2:24][C:25]([OH:27])=[O:26])[O:10][C:11]=2[C:12]2[CH:13]=[CH:14][CH:15]=[CH:16][CH:17]=2)[CH:2]=[CH:3][CH:4]=[CH:5][CH:6]=1 |f:1.2|. Procedure details: A mixture of methyl 2-[3-[2-(4,5-diphenyl-2-oxazolyl)ethyl]phenoxy]acetate (2.25 g, 5.5 mmol), 3N sodium hydroxide solution (5.5 mL) and methanol (50 mL) was heated to reflux on a steam bath. After 5 minutes, the mixture was cooled, the methanol evaporated and the residue diluted with water. Warming provided a solution which was diluted with 1N hydrochloric acid solution to pH 3 to give an oily precipitate. The mixture was extracted with CH2Cl2 and the organic extracts washed twice with water an...